From a dataset of the Open Reaction Database (ORD), a public repository of structured organic reaction records. describe an organic reaction: reactants, conditions, products, and yield The reagents and catalysts are [Pd] (Pd—C). Reported procedure: A nitrogen flushed mixture of heptyl-carbamic acid 1-benzyl-1, 2, 3, 4-tetrahydro-quinolin-6-yl ester (0.378 g., 1 mmol) and 10% Pd—C (0.02 g.) in absolute ethanol (20 ml) was shaken in a par apparatus at room temperature (38° C.) under 55 psi pressure of hydrogen for 4 hours. Pd—C was then discarded through filtration. The reaction mixture was concentrated under reduced pressure and the residue was chromatographed with methanol: dichloromethane (1:99) to give 2b; yield: 0.25 g. (84.6%), m.p.: 6... The reactants are C(C1=CC=CC=C1)N1CCCC2=CC(=CC=C12)OC(NCCCCCCC)=O (heptyl-carbamic acid 1-benzyl-1, 2, 3, 4-tetrahydro-quinolin-6-yl ester), [H][H] (hydrogen). As a reaction SMILES: C([N:8]1[C:17]2[C:12](=[CH:13][C:14]([O:18][C:19](=[O:28])[NH:20][CH2:21][CH2:22][CH2:23][CH2:24][CH2:25][CH2:26][CH3:27])=[CH:15][CH:16]=2)[CH2:11][CH2:10][CH2:9]1)C1C=CC=CC=1.[H][H]>C(O)C.[Pd]>[NH:8]1[C:17]2[C:12](=[CH:13][C:14]([O:18][C:19](=[O:28])[NH:20][CH2:21][CH2:22][CH2:23][CH2:24][CH2:25][CH2:26][CH3:27])=[CH:15][CH:16]=2)[CH2:11][CH2:10][CH2:9]1. Solvent: C(C)O (ethanol). The product is N1CCCC2=CC(=CC=C12)OC(NCCCCCCC)=O (Heptyl-carbamic acid 1, 2, 3, 4-tetrahydro-quinolin-6-yl ester). Reactants: CC=1C(=CC(=C(C1O)C=1C(=C(C(=CC1C(C)(C)C)Br)C)O)C(C)(C)C)Br (6,6′-dimethyl-5,5′-dibromo-3,3′-di(t-butyl)-2,2′-biphenol), C1(=CC=CC=C1)C (toluene), FC(S(=O)(=O)O)(F)F (trifluoromethanesulfonic acid), O (Water). The solvent is C(Cl)(Cl)Cl (chloroform). Conditions: temperature 5 celsius, time 1 hour. Product: CC=1C(=CC=C(C1O)C=1C(=C(C(=CC1)Br)C)O)Br (6,6′-dimethyl-5,5′-dibromo-2,2′-biphenol). Isolated yield 93.0%. Reaction SMILES: [CH3:1][C:2]1[C:3]([Br:26])=[CH:4][C:5](C(C)(C)C)=[C:6]([C:9]2[C:10]([OH:21])=[C:11]([CH3:20])[C:12]([Br:19])=[CH:13][C:14]=2C(C)(C)C)[C:7]=1[OH:8].C1(C)C=CC=CC=1.FC(F)(F)S(O)(=O)=O.O>C(Cl)(Cl)Cl>[CH3:20][C:11]1[C:12]([Br:19])=[CH:13][CH:14]=[C:9]([C:6]2[C:7]([OH:8])=[C:2]([CH3:1])[C:3]([Br:26])=[CH:4][CH:5]=2)[C:10]=1[OH:21]. Procedure: The optically active 6,6′-dimethyl-5,5′-dibromo-3,3′-di(t-butyl)-2,2′-biphenol obtained in Example 1 (1.06 g, optical purity: >99% ee, 2.2 mmol), toluene (5 ml) and trifluoromethanesulfonic acid (750 mg, 5 mmol) were mixed followed by stirring the entire volume for 1 hour at 5° C. Water (10 ml) and chloroform (20 ml) were then added to the reaction mixture followed by extraction and liquid separation. The organic phase was then washed with water and dried with anhydrous magnesium sulfate followe... As a reaction SMILES: [C:13](=[O:14])([O-:15])[O-:16].[C:1](#[N:2])[CH2:3][C:4](=[O:5])[O:6][CH2:7][CH3:8].[C:9]([CH2:10][OH:11])#[N:12].[CH3:19][N:20]([CH3:21])[CH:22]=[O:23].[K+:17].[K+:18].[OH2:24]>>[C:1](#[N:2])[CH:3]([C:4](=[O:5])[O:6][CH2:7][CH3:8])[CH2:10][C:9]#[N:12]. The product is CCOC(=O)C(C#N)CC#N. The reactants are O=C([O-])[O-], CCOC(=O)CC#N, N#CCO, CN(C)C=O, [K+], [K+], O.